This data is from the Open Reaction Database (ORD), a public repository of structured organic reaction records. The task is: describe an organic reaction: reactants, conditions, products, and yield The reactants are C1CCC(CC1)NC(=S)N (n-cyclohexylthiourea), BrC(C(=O)OCC)CC (ethyl 2-bromobutyrate). The product is C1(CCCCC1)NC=1SC(C(N1)=O)CC (2-(cyclohexylamino)-5-ethyl-1,3-thiazol-4(5H)-one). Reaction SMILES: [CH2:1]1[CH2:6][CH2:5][CH:4]([NH:7][C:8]([NH2:10])=[S:9])[CH2:3][CH2:2]1.Br[CH:12]([CH2:18][CH3:19])[C:13](OCC)=[O:14]>>[CH:4]1([NH:7][C:8]2[S:9][CH:12]([CH2:18][CH3:19])[C:13](=[O:14])[N:10]=2)[CH2:5][CH2:6][CH2:1][CH2:2][CH2:3]1. Procedure: Synthesis was performed from n-cyclohexylthiourea and ethyl 2-bromobutyrate according to Method C. Gave 201 mg (75%). Starting materials: ClC1=NC=C(C(=N1)Cl)F (2,4-dichloro-5-fluoropyrimidine), NC=1C(=NC(=CC1)OC)OC (3-amino-2,6-dimethoxypyridine). Yields the product ClC1=NC=C(C(=N1)NC=1C(=NC(=CC1)OC)OC)F (2-chloro-N4-(2,6-dimethoxypyridin-3-yl)-5-fluoro-4-pyrimidineamine). RXN SMILES: [Cl:1][C:2]1[N:7]=[C:6](Cl)[C:5]([F:9])=[CH:4][N:3]=1.[NH2:10][C:11]1[C:12]([O:19][CH3:20])=[N:13][C:14]([O:17][CH3:18])=[CH:15][CH:16]=1>>[Cl:1][C:2]1[N:7]=[C:6]([NH:10][C:11]2[C:12]([O:19][CH3:20])=[N:13][C:14]([O:17][CH3:18])=[CH:15][CH:16]=2)[C:5]([F:9])=[CH:4][N:3]=1. Procedure details: In like manner to the preparation of 2-chloro-5-fluoro-N4-[3-(1H-tetrazol-5-yl)phenyl]-4-pyrimidineamine the reaction of 2,4-dichloro-5-fluoropyrimidine with 3-amino-2,6-dimethoxypyridine gave 2-chloro-N4-(2,6-dimethoxypyridin-3-yl)-5-fluoro-4-pyrimidineamine. 1H NMR (CDCl3): δ 8.57 (d, 1H, J=8.7 Hz), 8.02 (d, 1H, J=2.7 Hz), 6.40 (d, 1H, J=8.1 Hz), 4.03 (s, 3H), 3.98 (s, 3H); 19F NMR (CDCl3): −44640; LCMS: purity: 90%; MS (m/e): 285 (M+). The reactants are CO, CC#N, O=C=NS(=O)(=O)Cl, COC(=O)c1cc(=O)c2cc([N+](=O)[O-])ccc2[nH]1. The product is COC(=O)c1cc(N)c2cc([N+](=O)[O-])ccc2n1. As a reaction SMILES: [CH3:26][OH:27].[CH3:28][C:29]#[N:30].[Cl:19][S:20]([N:23]=[C:21]=[O:22])(=[O:24])=[O:25].[N+:1](=[O:2])([O-:3])[c:4]1[cH:5][c:6]2[c:7](=[O:18])[cH:8][c:9]([C:14](=[O:15])[O:16][CH3:17])[nH:10][c:11]2[cH:12][cH:13]1>>[N+:1](=[O:2])([O-:3])[c:4]1[cH:5][c:6]2[c:7]([NH2:23])[cH:8][c:9]([C:14](=[O:15])[O:16][CH3:17])[n:10][c:11]2[cH:12][cH:13]1. The reactants are CNCC(=O)NC1(CC2=CC=CC=C2CC1)C(=O)OCC (ethyl 2-(N-methylaminoacetylamino)tetralin-2-carboxylate), [OH-].[Na+] (sodium hydroxide). Solvent: O1CCCC1 (tetrahydrofuran). Conditions: temperature 80 celsius. Yields the product CN1C(C2(NC(C1)=O)CC1=CC=CC=C1CC2)=O (1'-Methylspiro[tetralin-2,3'-piperazine]-2',5'-dione). Yield: 61.4%. As a reaction SMILES: [CH3:1][NH:2][CH2:3][C:4]([NH:6][C:7]1([C:17]([O:19]CC)=O)[CH2:16][CH2:15][C:14]2[C:9](=[CH:10][CH:11]=[CH:12][CH:13]=2)[CH2:8]1)=[O:5].[OH-].[Na+]>O1CCCC1>[CH3:1][N:2]1[CH2:3][C:4](=[O:5])[NH:6][C:7]2([CH2:16][CH2:15][C:14]3[C:9](=[CH:10][CH:11]=[CH:12][CH:13]=3)[CH2:8]2)[C:17]1=[O:19] |f:1.2|. Procedure details: A solution of ethyl 2-(N-methylaminoacetylamino)tetralin-2-carboxylate (290 mg, 1.0 mmol) in a 1 N aqueous sodium hydroxide solution (2 ml)-tetrahydrofuran (10 ml) was stirred for 13 hours while heating at 80° C. After the reaction mixture was concentrated under reduced pressure, the residue was dissolved in ethyl acetate. This solution was washed by sequential additions of water and saturated saline, dried over anhydrous sodium sulfate, and concentrated under reduced pressure to yield 150 mg (6...